This data is from the Open Reaction Database (ORD), a public repository of structured organic reaction records. The task is: describe an organic reaction: reactants, conditions, products, and yield Reactants: FC(C(=O)O)(F)F (Trifluoroacetic acid), ClC1=CC(=C(CNC(OC(C)(C)C)=O)C=C1)CNC(=O)[C@H]1N(CCOC1)C([C@@H](C(C)(C)C)O)=O (tert-Butyl 4-chloro-2-[{(S)-4-{(R)-2-hydroxy-3,3-dimethylbutanoyl}morpholine-3-carboxamido}-methyl]-benzylcarbamate). Solvent: C(Cl)Cl (CH2Cl2). Run at temperature 0 celsius, time 30 minute. Yields the product FC(C(=O)O)(F)F.NCC1=C(CNC(=O)[C@H]2N(CCOC2)C([C@@H](C(C)(C)C)O)=O)C=C(C=C1)Cl ((3S)—N-[2-(aminomethyl)-5-chlorobenzyl]-4-[(2R)-2-hydroxy-3,3-dimethylbutanoyl]morpholine-3-carboxamide trifluoroacetate salt). Reaction SMILES: [F:1][C:2]([F:7])([F:6])[C:3]([OH:5])=[O:4].[Cl:8][C:9]1[CH:23]=[CH:22][C:12]([CH2:13][NH:14]C(=O)OC(C)(C)C)=[C:11]([CH2:24][NH:25][C:26]([C@@H:28]2[CH2:33][O:32][CH2:31][CH2:30][N:29]2[C:34](=[O:41])[C@H:35]([OH:40])[C:36]([CH3:39])([CH3:38])[CH3:37])=[O:27])[CH:10]=1>C(Cl)Cl>[F:1][C:2]([F:7])([F:6])[C:3]([OH:5])=[O:4].[NH2:14][CH2:13][C:12]1[CH:22]=[CH:23][C:9]([Cl:8])=[CH:10][C:11]=1[CH2:24][NH:25][C:26]([C@@H:28]1[CH2:33][O:32][CH2:31][CH2:30][N:29]1[C:34](=[O:41])[C@H:35]([OH:40])[C:36]([CH3:39])([CH3:38])[CH3:37])=[O:27] |f:3.4|. Procedure: Trifluoroacetic acid (50% solution in CH2Cl2, 3 mL) was added to a solution of tert-Butyl 4-chloro-2-[{(S)-4-{(R)-2-hydroxy-3,3-dimethylbutanoyl}morpholine-3-carboxamido}-methyl]-benzylcarbamate (0.25 g, 0.50 mmol) in CH2Cl2 (1 mL) and the reaction was stirred at 0° C. for 30 min. The reaction mixture was concentrated under reduced pressure and residue was triturated with diethyl ether to afford the title compound as a white hygroscopic solid. 1HNMR (400 MHz, CD3CN): 8.37 (t, J=4.0 Hz, 1H), 8.05... The reactants are BrC1=C(C(=C(C=C1)OCC)OC)OCOC (1-bromo-4-ethoxy-3-methoxy-2-(methoxymethoxy)benzene), C([O-])([O-])=O.[Cs+].[Cs+] (cesium carbonate), CC1(OB(OC1(C)C)C=1C=C2COC(C2=CC1)=O)C (5-(4,4,5,5-tetramethyl-1,3,2-dioxaborolan-2-yl)isobenzofuran-1(3H)-one). Reagents/catalysts: C=1C=CC(=CC1)[P](C=2C=CC=CC2)(C=3C=CC=CC3)[Pd]([P](C=4C=CC=CC4)(C=5C=CC=CC5)C=6C=CC=CC6)([P](C=7C=CC=CC7)(C=8C=CC=CC8)C=9C=CC=CC9)[P](C=1C=CC=CC1)(C=1C=CC=CC1)C=1C=CC=CC1 (Pd(PPh3)4). Run in CN(C=O)C (dimethylformamide). Run at temperature 85 celsius. Product: C(C)OC1=C(C(=C(C=C1)C=1C=C2COC(C2=CC1)=O)OCOC)OC (5-(4-Ethoxy-3-methoxy-2-(methoxymethoxy)phenyl)isobenzofuran-1(3H)-one). Yield: 40.2%. RXN SMILES: Br[C:2]1[CH:7]=[CH:6][C:5]([O:8][CH2:9][CH3:10])=[C:4]([O:11][CH3:12])[C:3]=1[O:13][CH2:14][O:15][CH3:16].C(=O)([O-])[O-].[Cs+].[Cs+].CC1(C)C(C)(C)OB([C:31]2[CH:32]=[C:33]3[C:37](=[CH:38][CH:39]=2)[C:36](=[O:40])[O:35][CH2:34]3)O1>CN(C)C=O.C1C=CC([P]([Pd]([P](C2C=CC=CC=2)(C2C=CC=CC=2)C2C=CC=CC=2)([P](C2C=CC=CC=2)(C2C=CC=CC=2)C2C=CC=CC=2)[P](C2C=CC=CC=2)(C2C=CC=CC=2)C2C=CC=CC=2)(C2C=CC=CC=2)C2C=CC=CC=2)=CC=1>[CH2:9]([O:8][C:5]1[CH:6]=[CH:7][C:2]([C:31]2[CH:32]=[C:33]3[C:37](=[CH:38][CH:39]=2)[C:36](=[O:40])[O:35][CH2:34]3)=[C:3]([O:13][CH2:14][O:15][CH3:16])[C:4]=1[O:11][CH3:12])[CH3:10] |f:1.2.3,^1:50,52,71,90|. Procedure details: A stirring solution of 1-bromo-4-ethoxy-3-methoxy-2-(methoxymethoxy)benzene (200 mg, 0.722 mmol) in dimethylformamide (5 mL) was purged with argon for 1 h, to this cesium carbonate (700 mg, 2.166 mmol), Pd(PPh3)4 (41 mg, 0.036 mmol) and 5-(4,4,5,5-tetramethyl-1,3,2-dioxaborolan-2-yl)isobenzofuran-1(3H)-one (280 mg, 1.08 mmol) were added and the resultant reaction mixture was heated to 80-90° C. for 3 h. The reaction mixture was cooled to RT, filtered and the filtrate was diluted with water and e...